From a dataset of the Open Reaction Database (ORD), a public repository of structured organic reaction records. describe an organic reaction: reactants, conditions, products, and yield The reactants are BrC1=NOC(=C1)[C@H](CC)NS(=O)C(C)(C)C (2-methyl-propane-2-sulfinic acid [(S)-1-(3-bromo-isoxazol-5-yl)-propyl]-amide), solution, Cl (HCl), O1CCOCC1 (dioxane). The solvent is CO (MeOH). Conditions: time 2.5 hour. Product: Cl.BrC1=NOC(=C1)[C@H](CC)N ((S)-1-(3-bromo-isoxazol-5-yl)-propylamine hydrochloride salt). Reaction SMILES: [Br:1][C:2]1[CH:6]=[C:5]([C@@H:7]([NH:10]S(C(C)(C)C)=O)[CH2:8][CH3:9])[O:4][N:3]=1.[ClH:17].O1CCOCC1>CO>[ClH:17].[Br:1][C:2]1[CH:6]=[C:5]([C@@H:7]([NH2:10])[CH2:8][CH3:9])[O:4][N:3]=1 |f:4.5|. Reported procedure: To a solution of 2-methyl-propane-2-sulfinic acid [(S)-1-(3-bromo-isoxazol-5-yl)-propyl]-amide (17.5 mg, 0.0566 mmol) in MeOH (1 mL) was added a 4 M solution of HCl in dioxane (0.70 mL, 0.28 mmol) dropwise. After 2.5 hours, the mixture was concentrated in vacuo to afford the title compound which was used with out purification. MS m/z 188.24 (M−53), 190.20 (M+2−53). The reactants are [N+](=O)([O-])C1=CC=C(CC2=NNC3=CC=CC=C23)C=C1 (3-(4-nitrobenzyl)-1H-indazole), BrCC(=O)OCC (ethyl bromoacetate), C([O-])([O-])=O.[Cs+].[Cs+] (cesium carbonate). Procedure details: Into a dry reaction vessel, 2.15 g (8.49 mmol) 3-(4-nitrobenzyl)-1H-indazole, 10 mL DMF, 1.70 g (10.2 mmol) ethyl bromoacetate, 5.54 g (17.0 mmol) cesium carbonate were respectively added, and reacted at room temperature overnight. It was chromatographed on a column to obtain 1.4 g red solid, at a yield of 48.5%. RXN SMILES: [N+:1]([C:4]1[CH:19]=[CH:18][C:7]([CH2:8][C:9]2[C:17]3[C:12](=[CH:13][CH:14]=[CH:15][CH:16]=3)[NH:11][N:10]=2)=[CH:6][CH:5]=1)([O-:3])=[O:2].Br[CH2:21][C:22]([O:24][CH2:25][CH3:26])=[O:23].C(=O)([O-])[O-].[Cs+].[Cs+]>CN(C=O)C>[N+:1]([C:4]1[CH:5]=[CH:6][C:7]([CH2:8][C:9]2[C:17]3[C:12](=[CH:13][CH:14]=[CH:15][CH:16]=3)[N:11]([CH2:21][C:22]([O:24][CH2:25][CH3:26])=[O:23])[N:10]=2)=[CH:18][CH:19]=1)([O-:3])=[O:2] |f:2.3.4|. Product: [N+](=O)([O-])C1=CC=C(CC2=NN(C3=CC=CC=C23)CC(=O)OCC)C=C1 (ethyl 2-[3-(4-nitrobenzyl)-1H-indazol-1-yl]acetate). Run in CN(C)C=O (DMF). The yield is 48.6%. The reactants are BrBr (bromine), BrBr (bromine), C[SiH](C1=CC(=C(C=C1)Cl)Cl)C (dimethyl(3,4-dichlorophenyl)silane), BrBr (bromine). Solvent: petroleum ether, petroleum ether. Reaction conditions: temperature -10 celsius, time 1 hour. The product is C[Si](Br)(C1=CC(=C(C=C1)Cl)Cl)C (dimethyl(3,4-dichlorophenyl)-bromosilane). As a reaction SMILES: [CH3:1][SiH:2]([CH3:11])[C:3]1[CH:8]=[CH:7][C:6]([Cl:9])=[C:5]([Cl:10])[CH:4]=1.[Br:12]Br>>[CH3:1][Si:2]([CH3:11])([C:3]1[CH:8]=[CH:7][C:6]([Cl:9])=[C:5]([Cl:10])[CH:4]=1)[Br:12]. Procedure details: A glass reactor was charged with 19.1 g (0.093 mole) of dimethyl(3,4-dichlorophenyl)silane and 200 ml of petroleum ether. This mixture was cooled to -10° C., at which time a solution containing 14.9 g (0.093 mole) of bromine and 200 ml petroleum ether was gradually added, with agitation, to the reaction mixture. A decolorization of the bromine was observed. The cooling bath was removed as the bromine addition progressed. The resultant reaction mixture was stirred for 1 hour at ambient temperatur... Reactants: C(C)N1C=NC=C1 (1-ethylimidazole), C(=O)=O (carbon dioxide), C(C)N1C=NC=C1 (1-ethylimidazole), C(OC)(OC)=O (dimethyl carbonate), stainless steel. The solvent is CO (methanol). Conditions: temperature 130 celsius, time 60 hour. Product: COC([O-])=O.C(C)[N+]1=CN(C=C1)C (1-ethyl-3-methylimidazolium monomethyl carbonate). RXN SMILES: [CH2:1]([N:3]1[CH:7]=[CH:6][N:5]=[CH:4]1)[CH3:2].[C:8](=[O:13])([O:11]C)[O:9][CH3:10].[C:14](=O)=O>CO>[CH3:10][O:9][C:8](=[O:11])[O-:13].[CH2:1]([N+:3]1[CH:7]=[CH:6][N:5]([CH3:14])[CH:4]=1)[CH3:2] |f:4.5|. Procedure details: 96 parts of 1-ethylimidazole, 135 parts of dimethyl carbonate and 192 parts of methanol were put into an autoclave made of a stainless steel equipped with a cooling condenser and mixed homogenously. After nitrogen substitution, the temperature was then raised to 130° C. while being sealed, so as to initiate a reaction. At the beginning, the pressure was approximately at 4.5 Kg/cm2, but it was gradually raised due to generation of carbon dioxide, so that the gasses were appropriately released fro... The reactants are [C-]#N, Ic1cccc2nc(NC3CCc4ccccc43)ccc12, CN(C)C=O, O, [Pd], c1ccc(P(c2ccccc2)c2ccccc2)cc1, c1ccc(P(c2ccccc2)c2ccccc2)cc1, c1ccc(P(c2ccccc2)c2ccccc2)cc1, c1ccc(P(c2ccccc2)c2ccccc2)cc1. Product: N#Cc1cccc2nc(NC3CCc4ccccc43)ccc12. Reaction SMILES: [C-:22]#[N:23].[CH:1]1([NH:10][c:11]2[n:12][c:13]3[cH:14][cH:15][cH:16][c:17]([I:21])[c:18]3[cH:19][cH:20]2)[CH2:2][CH2:3][c:4]2[cH:5][cH:6][cH:7][cH:8][c:9]21.[O:25]=[CH:26][N:27]([CH3:28])[CH3:29].[OH2:24].[Pd:30].[c:31]1([P:32]([c:33]2[cH:34][cH:35][cH:36][cH:37][cH:38]2)[c:39]2[cH:40][cH:41][cH:42][cH:43][cH:44]2)[cH:45][cH:46][cH:47][cH:48][cH:49]1.[c:50]1([P:51]([c:52]2[cH:53][cH:54][cH:55][cH:56][cH:57]2)[c:58]2[cH:59][cH:60][cH:61][cH:62][cH:63]2)[cH:64][cH:65][cH:66][cH:67][cH:68]1.[c:69]1([P:70]([c:71]2[cH:72][cH:73][cH:74][cH:75][cH:76]2)[c:77]2[cH:78][cH:79][cH:80][cH:81][cH:82]2)[cH:83][cH:84][cH:85][cH:86][cH:87]1.[c:88]1([P:89]([c:90]2[cH:91][cH:92][cH:93][cH:94][cH:95]2)[c:96]2[cH:97][cH:98][cH:99][cH:100][cH:101]2)[cH:102][cH:103][cH:104][cH:105][cH:106]1>>[CH:1]1([NH:10][c:11]2[n:12][c:13]3[cH:14][cH:15][cH:16][c:17]([C:22]#[N:23])[c:18]3[cH:19][cH:20]2)[CH2:2][CH2:3][c:4]2[cH:5][cH:6][cH:7][cH:8][c:9]21. Reactants: CC(C)OC(=NC#N)c1cccnc1, CO, NCCC(c1ccccc1)c1ccccc1. Product: N#CNC(=NCCC(c1ccccc1)c1ccccc1)c1cccnc1. RXN SMILES: [C:1](#[N:2])[N:3]=[C:4]([O:5][CH:6]([CH3:7])[CH3:8])[c:9]1[cH:10][n:11][cH:12][cH:13][cH:14]1.[CH3:31][OH:32].[c:15]1([CH:21]([CH2:22][CH2:23][NH2:24])[c:25]2[cH:26][cH:27][cH:28][cH:29][cH:30]2)[cH:16][cH:17][cH:18][cH:19][cH:20]1>>[C:1](#[N:2])[NH:3][C:4]([c:9]1[cH:10][n:11][cH:12][cH:13][cH:14]1)=[N:24][CH2:23][CH2:22][CH:21]([c:15]1[cH:16][cH:17][cH:18][cH:19][cH:20]1)[c:25]1[cH:26][cH:27][cH:28][cH:29][cH:30]1. Starting materials: C(C(=O)C)C1=NC(=NO1)CN(C)CC1=CC=CC=C1 (5-acetonyl-3-(N-benzyl-N-methylamino)methyl-1,2,4-oxadiazole), [N+](=O)([O-])C=1C=C(C=O)C=CC1 (3-nitrobenzaldehyde), O.N (ammonia water). The solvent is C(C)(C)O (isopropyl alcohol). Conditions: temperature 100 celsius. Product: CC=1NC(=C(C(C1C1=NC(=NO1)CN(C)CC1=CC=CC=C1)C1=CC(=CC=C1)[N+](=O)[O-])C1=NC(=NO1)CN(CC1=CC=CC=C1)C)C (1,4-dihydro-2,6-dimethyl-3,5-di-[3-(N-benzyl-N-methylamino)methyl-1,2,4-oxadiazol-5-yl]-4-(3-nitrophenyl)pyridine). RXN SMILES: [CH2:1]([C:5]1[O:9][N:8]=[C:7]([CH2:10][N:11]([CH2:13][C:14]2[CH:19]=[CH:18][CH:17]=[CH:16][CH:15]=2)[CH3:12])[N:6]=1)[C:2]([CH3:4])=O.[N+:20]([C:23]1[CH:24]=[C:25]([CH:28]=[CH:29][CH:30]=1)[CH:26]=O)([O-:22])=[O:21].[OH2:31].[NH3:32]>C(O)(C)C>[CH3:4][C:2]1[NH:32][C:2]([CH3:4])=[C:1]([C:5]2[O:31][N:8]=[C:7]([CH2:10][N:11]([CH3:12])[CH2:13][C:14]3[CH:15]=[CH:16][CH:17]=[CH:18][CH:19]=3)[N:6]=2)[CH:26]([C:25]2[CH:28]=[CH:29][CH:30]=[C:23]([N+:20]([O-:22])=[O:21])[CH:24]=2)[C:1]=1[C:5]1[O:9][N:8]=[C:7]([CH2:10][N:11]([CH2:13][C:14]2[CH:19]=[CH:18][CH:17]=[CH:16][CH:15]=2)[CH3:12])[N:6]=1 |f:2.3|. Procedure: A mixture of 520 mg of 5-acetonyl-3-(N-benzyl-N-methylamino)methyl-1,2,4-oxadiazole, 150 mg of 3-nitrobenzaldehyde, 3 ml of isopropyl alcohol and 70 mg of 29% ammonia water in an autoclave was heated at 100° C. in an oil bath for 15 hours. After cooling, the mixture was evaporated in vacuo and the residue was chromatographed on silica gel using chloroform-methanol (30:1) as eluent to give 1,4-dihydro-2,6-dimethyl-3,5-di-[3-(N-benzyl-N-methylamino)methyl-1,2,4-oxadiazol-5-yl]-4-(3-nitrophenyl)pyr... RXN SMILES: [NH2:1][C:2]1[CH2:6][CH2:5][N:4]([C:7]2[CH:12]=[CH:11][CH:10]=[CH:9][N:8]=2)[N:3]=1.[CH:13](=O)[C:14]1[C:15](=[CH:17][CH:18]=[CH:19][CH:20]=1)[OH:16]>CO>[CH:13](=[N:1][C:2]1[CH2:6][CH2:5][N:4]([C:7]2[CH:12]=[CH:11][CH:10]=[CH:9][N:8]=2)[N:3]=1)[C:14]1[C:15](=[CH:17][CH:18]=[CH:19][CH:20]=1)[OH:16]. The product is C(C=1C(O)=CC=CC1)=NC1=NN(CC1)C1=NC=CC=C1 (3-salicylideneamino-1-(2-pyridyl)-2-pyrazoline). Solvent: CO (methanol). Starting materials: NC1=NN(CC1)C1=NC=CC=C1 (3-Amino-1-(2-pyridyl)-2-pyrazoline), C(C=1C(O)=CC=CC1)=O (salicylaldehyde). Reported procedure: 3-Amino-1-(2-pyridyl)-2-pyrazoline (1.6 g) and salicylaldehyde (1.2 g) were dissolved together with methanol (16 ml). The resulting solution was heated to reflux and after about 15 minutes a crystalline solid separated. After another 15 minutes at reflux the suspension was cooled and the separated 3-salicylideneamino-1-(2-pyridyl)-2-pyrazoline was re-crystallized from methanol m.p. 242°-243° (yield 500 mg). The reactants are NC1=NC=CC(=N1)N1C(NC2=C1C=C(C=C2)Br)=O (1-(2-aminopyrimidin-4-yl)-6-bromo-2,3-dihydro-1H-1,3-benzodiazol-2-one), [H-].[Na+] (sodium hydride), IC (iodomethane). The solvent is CN(C)C=O (DMF). Reaction conditions: time 30 minute. Yields the product NC1=NC=CC(=N1)N1C(N(C2=C1C=C(C=C2)Br)C)=O (3-(2-aminopyrimidin-4-yl)-5-bromo-1-methyl-2,3-dihydro-1H-1,3-benzodiazol-2-one). Isolated yield 115.0%. RXN SMILES: [NH2:1][C:2]1[N:7]=[C:6]([N:8]2[C:12]3[CH:13]=[C:14]([Br:17])[CH:15]=[CH:16][C:11]=3[NH:10][C:9]2=[O:18])[CH:5]=[CH:4][N:3]=1.[H-].[Na+].I[CH3:22]>CN(C=O)C>[NH2:1][C:2]1[N:7]=[C:6]([N:8]2[C:12]3[CH:13]=[C:14]([Br:17])[CH:15]=[CH:16][C:11]=3[N:10]([CH3:22])[C:9]2=[O:18])[CH:5]=[CH:4][N:3]=1 |f:1.2|. Procedure: To a solution of 1-(2-aminopyrimidin-4-yl)-6-bromo-2,3-dihydro-1H-1,3-benzodiazol-2-one (500 mg, 1.63 mmol) in DMF (10 ml) at 0° C. was added sodium hydride (60% oil suspension, 65.33 g, 1.63 mmol). The reaction mixture was allowed to warm to RT over 5 minutes before addition of iodomethane (0.1 ml, 1.63 mmol) and stirring for 30 minutes. The mixture was quenched by addition of water (5 mL), EtOAc was then added resulting in formation of a precipitate. The precipitate was collected by suction fi...